describe an organic reaction: reactants, conditions, products, and yield From a dataset of the Open Reaction Database (ORD), a public repository of structured organic reaction records. Reactants: N#CN1CCN(c2ccnc3cc(Cl)ccc23)CC1, OC(C(F)(F)F)C(F)(F)F, Nc1ccc(F)cc1. The product is N=C(Nc1ccc(F)cc1)N1CCN(c2ccnc3cc(Cl)ccc23)CC1. As a reaction SMILES: [Cl:1][c:2]1[cH:3][cH:4][c:5]2[c:6]([N:12]3[CH2:13][CH2:14][N:15]([C:18]#[N:19])[CH2:16][CH2:17]3)[cH:7][cH:8][n:9][c:10]2[cH:11]1.[F:28][C:29]([F:30])([F:31])[CH:32]([OH:33])[C:34]([F:35])([F:36])[F:37].[NH2:20][c:21]1[cH:22][cH:23][c:24]([F:25])[cH:26][cH:27]1>>[Cl:1][c:2]1[cH:3][cH:4][c:5]2[c:6]([N:12]3[CH2:13][CH2:14][N:15]([C:18](=[NH:19])[NH:20][c:21]4[cH:22][cH:23][c:24]([F:25])[cH:26][cH:27]4)[CH2:16][CH2:17]3)[cH:7][cH:8][n:9][c:10]2[cH:11]1.